From a dataset of the Open Reaction Database (ORD), a public repository of structured organic reaction records. describe an organic reaction: reactants, conditions, products, and yield The reactants are O=C1NC2=CC=C(C=C2C1=C(C#N)C#N)S(=O)(=O)N1C(CCC1)COC1=CC=CC=C1 (2-[2-Oxo-5-(2-phenoxymethyl-pyrrolidine-1-sulfonyl)-1,2-dihydro-indol-3-yl-idene]-malononitrile), BrC1=CC=C(CN2C(C(C3=CC(=CC=C23)S(=O)(=O)N2C(CCC2)COC2=CC=CC=C2)=O)=O)C=C1 (1-(4-Bromo-benzyl)-5-(2-Phenoxymethyl-pyrrolidine-1-sulfonyl)-1H-indole-2,3-dione). Yields the product BrC1=CC=C(CN2C(C(C3=CC(=CC=C23)S(=O)(=O)N2C(CCC2)COC2=CC=CC=C2)=C(C#N)C#N)=O)C=C1 (2-[1-(4-Bromo-benzyl)-2-oxo-5-(2-phenoxymethyl-pyrrolidine-1-sulfonyl)-1,2-dihydro-indol-3-yl-idene]-malononitrile). The yield is 86.0%. Reaction SMILES: [O:1]=[C:2]1[C:10](=[C:11]([C:14]#[N:15])[C:12]#[N:13])[C:9]2[C:4](=[CH:5][CH:6]=[C:7]([S:16]([N:19]3[CH2:23][CH2:22][CH2:21][CH:20]3[CH2:24][O:25][C:26]3[CH:31]=[CH:30][CH:29]=[CH:28][CH:27]=3)(=[O:18])=[O:17])[CH:8]=2)[NH:3]1.[Br:32][C:33]1[CH:66]=[CH:65][C:36]([CH2:37]N2C3C(=CC(S(N4CCCC4COC4C=CC=CC=4)(=O)=O)=CC=3)C(=O)C2=O)=[CH:35][CH:34]=1>>[Br:32][C:33]1[CH:66]=[CH:65][C:36]([CH2:37][N:3]2[C:4]3[C:9](=[CH:8][C:7]([S:16]([N:19]4[CH2:23][CH2:22][CH2:21][CH:20]4[CH2:24][O:25][C:26]4[CH:27]=[CH:28][CH:29]=[CH:30][CH:31]=4)(=[O:17])=[O:18])=[CH:6][CH:5]=3)[C:10](=[C:11]([C:12]#[N:13])[C:14]#[N:15])[C:2]2=[O:1])=[CH:35][CH:34]=1. Procedure: 2-[1-(4-Bromo-benzyl)-2-oxo-5-(2-phenoxymethyl-pyrrolidine-1-sulfonyl)-1,2-dihydro-indol-3-yl-idene]-malononitrile (27d) was prepared according to the same procedure for compound 26 except using 25d, to afford 52 mg (86%) of 27d as a purple solid, mp 237.0° C. (decomp). 1H NMR (300 MHz, CDCl3) δ 8.46 (s, 1H), 7.95 (d, J=8.1 Hz, 1H), 7.51 (d, J=8.4 Hz, 2H), 7.20-7.13 (m, 4H), 6.90 (t, J=7.5 Hz, 1H), 6.79 (d, J=8.4 Hz, 1H), 6.68 (d, J=7.8 Hz, 2H), 4.84 (m, 2H), 4.06 (m, 2H), 3.97 (m, 1H), 3.46 (m,... Reactants: ClC(=O)OC (methyl chloroformate), ClC1=CC(=C(C(=N1)C(=O)N(N)CC)NC(=O)C=1N(N=C(C1)Br)C1=NC=CC=C1Cl)C (5-Bromo-2-(3-chloro-pyridin-2-yl)-2H-pyrazole-3-carboxylic acid [6-chloro-2-(N-ethyl-hydrazinocarbonyl)-4-methyl-pyridin-3-yl]-amide), ClC(=O)OC (methyl chloroformate). Run in N1=CC=CC=C1 (pyridine). Reaction conditions: time 30 minute. Yields the product COC(=O)NN(CC)C(=O)C1=NC(=CC(=C1NC(=O)C=1N(N=C(C1)Br)C1=NC=CC=C1Cl)C)Cl (N′-(3-{[5-bromo-2-(3-chloro-pyridin-2-yl)-2H-pyrazole-3-carbonyl]-amino}-6-chloro-4-methyl-pyridine-2-carbonyl)-N′-ethyl-hydrazine carboxylic acid methyl ester). Reaction SMILES: [Cl:1][C:2]1[N:7]=[C:6]([C:8]([N:10]([CH2:12][CH3:13])[NH2:11])=[O:9])[C:5]([NH:14][C:15]([C:17]2[N:18]([C:23]3[C:28]([Cl:29])=[CH:27][CH:26]=[CH:25][N:24]=3)[N:19]=[C:20]([Br:22])[CH:21]=2)=[O:16])=[C:4]([CH3:30])[CH:3]=1.Cl[C:32]([O:34][CH3:35])=[O:33]>N1C=CC=CC=1>[CH3:35][O:34][C:32]([NH:11][N:10]([C:8]([C:6]1[C:5]([NH:14][C:15]([C:17]2[N:18]([C:23]3[C:28]([Cl:29])=[CH:27][CH:26]=[CH:25][N:24]=3)[N:19]=[C:20]([Br:22])[CH:21]=2)=[O:16])=[C:4]([CH3:30])[CH:3]=[C:2]([Cl:1])[N:7]=1)=[O:9])[CH2:12][CH3:13])=[O:33]. Procedure details: 5-Bromo-2-(3-chloro-pyridin-2-yl)-2H-pyrazole-3-carboxylic acid [6-chloro-2-(N-ethyl-hydrazinocarbonyl)-4-methyl-pyridin-3-yl]-amide (11-a) (177 mg) was dissolved in pyridine (2 mL), methyl chloroformate (100 μL) was added and the reaction mixture was stirred at room temperature. After 30 min, 1 h and 1.5 h, methyl chloroformate (each 50 μL) was added. After 14 h stirring at room temperature, the reaction mixture was quenched with water and 3× co-evaporated with toluene. The residue was dissolve... Reactants: FC1=C(C=CC=C1)C=1N=NN2C1NC(C(=C2)C2=CC=CC=C2)=O (3-(2-Fluorophenyl)-6-phenyl-4H-1,2,3-triazolo[1,5-α]pyrimidin-5-one), N(=NC(=O)OCC)C(=O)OCC (Diethyl azodicarboxylate), C1(=CC=CC=C1)P(C1=CC=CC=C1)C1=CC=CC=C1 (triphenylphosphine), CN1N=CN=C1CO ((2-methyl-2H-1,2,4-triazol-3-yl)methanol). Solvent: O1CCCC1 (tetrahydrofuran). Run at time 64 hour. Product: FC1=C(C=CC=C1)C=1N=NN2C1N=C(C(=C2)C2=CC=CC=C2)OCC=2N(N=CN2)C (3-(2-fluorophenyl)-5-(2-methyl-2H-1,2,4-triazol-3-ylmethoxy)-6-phenyl-1,2,3-triazolo[1,5-α]pyrimidine). The yield is 37.7%. Reaction SMILES: [F:1][C:2]1[CH:7]=[CH:6][CH:5]=[CH:4][C:3]=1[C:8]1[N:9]=[N:10][N:11]2[CH:16]=[C:15]([C:17]3[CH:22]=[CH:21][CH:20]=[CH:19][CH:18]=3)[C:14](=[O:23])[NH:13][C:12]=12.C1(P(C2C=CC=CC=2)C2C=CC=CC=2)C=CC=CC=1.[CH3:43][N:44]1[C:48]([CH2:49]O)=[N:47][CH:46]=[N:45]1.N(C(OCC)=O)=NC(OCC)=O>O1CCCC1>[F:1][C:2]1[CH:7]=[CH:6][CH:5]=[CH:4][C:3]=1[C:8]1[N:9]=[N:10][N:11]2[CH:16]=[C:15]([C:17]3[CH:22]=[CH:21][CH:20]=[CH:19][CH:18]=3)[C:14]([O:23][CH2:49][C:48]3[N:44]([CH3:43])[N:45]=[CH:46][N:47]=3)=[N:13][C:12]=12. Procedure details: 3-(2-Fluorophenyl)-6-phenyl-4H-1,2,3-triazolo[1,5-α]pyrimidin-5-one (10 mg, 0.033 mmol), triphenylphosphine (21 mg, 0.08 mmol) and (2-methyl-2H-1,2,4-triazol-3-yl)methanol (11 mg, 0.087 mmol) were suspended at room temperature in dry tetrahydrofuran (0.5 ml). Diethyl azodicarboxylate (15 μl, 0.095 mmol) was added at which point a clear yellow solution resulted. The reaction was stirred at room temperature for 64 hours before purification by preparative thin layer chromatography to afford 3-(2-fl... The reactants are CC1C(CCC1)N1N=C(C(=C1N)C(=O)N)C (1-(2-methylcyclopentyl)-3-methyl-5-amino-1H-pyrazole-4-carboxamide), N1=CC=C(C=C1)C=O (4-pyridinecarboxaldehyde). The solvent is xylenes. Run at temperature 120 celsius, time 1 hour. The product is CC1C(CCC1)N1NC(=C2C1=NC(=NC2=O)C2=CC=NC=C2)C (1-(2-methylcyclopentyl)-3-methyl-6-(4-pyridyl)-pyrazolo[3,4-d]pyrimidin-4-one). The yield is 32.6%. RXN SMILES: [CH3:1][CH:2]1[CH2:6][CH2:5][CH2:4][CH:3]1[N:7]1[C:11]([NH2:12])=[C:10]([C:13]([NH2:15])=[O:14])[C:9]([CH3:16])=[N:8]1.[N:17]1[CH:22]=[CH:21][C:20]([CH:23]=O)=[CH:19][CH:18]=1>>[CH3:1][CH:2]1[CH2:6][CH2:5][CH2:4][CH:3]1[N:7]1[C:11]2=[N:12][C:23]([C:20]3[CH:21]=[CH:22][N:17]=[CH:18][CH:19]=3)=[N:15][C:13](=[O:14])[C:10]2=[C:9]([CH3:16])[NH:8]1. Procedure details: To a solution of 1-(2-methylcyclopentyl)-3-methyl-5-amino-1H-pyrazole-4-carboxamide (2.3 g, 10.4 mmol) in xylenes (8.0 ml) under argon was added 4-pyridinecarboxaldehyde (1.5 ml, 15.5 mmol). The reaction mixture was warmed to 120° C. and stirred for 1 hour at which time the mixture became homogeneous. The reaction mixture was then heated to 160° C. for 24 hours and then cooled to room temperature. A solid precipitated which was collected by filtration through a glass frit. The solid was washed w... Starting materials: N#CCC(=O)c1ccccc1, CO, [Ir], O. The product is N#CCC(O)c1ccccc1. As a reaction SMILES: [C:2](#[N:3])[CH2:4][C:5](=[O:6])[c:7]1[cH:8][cH:9][cH:10][cH:11][cH:12]1.[CH3:14][OH:15].[Ir:13].[OH2:1]>>[C:2](#[N:3])[CH2:4][CH:5]([OH:6])[c:7]1[cH:8][cH:9][cH:10][cH:11][cH:12]1. Reactants: COC(=O)c1ccc(OC(C)C)c(C#N)c1, [K+], C1CCOC1, [OH-]. Yields the product CC(C)Oc1ccc(C(=O)O)cc1C#N. Reaction SMILES: [C:1](#[N:2])[c:3]1[cH:4][c:5]([C:6](=[O:7])[O:8][CH3:9])[cH:10][cH:11][c:12]1[O:13][CH:14]([CH3:15])[CH3:16].[K+:18].[O:19]1[CH2:20][CH2:21][CH2:22][CH2:23]1.[OH-:17]>>[C:1](#[N:2])[c:3]1[cH:4][c:5]([C:6](=[O:7])[OH:8])[cH:10][cH:11][c:12]1[O:13][CH:14]([CH3:15])[CH3:16]. Starting materials: C(CCCCC(=O)N)(=O)N (adipamide), C(#N)CCCCC(=O)N (5-Cyanovaleramide), C(CCCCC(=O)[O-])(=O)[O-] (adipate), C(CCCCC(=O)N)(=O)[O-] (adipamate), solution, C(CCCCC#N)#N (adiponitrile), C(#N)CCCCC(=O)[O-] (5-cyanovalerate). Run in P(=O)([O-])([O-])[O-].[K+].[K+].[K+] (potassium phosphate). The product is C(#N)OC(CCCC)=O (cyanovalerate), C(CCCCC(=O)[O-])(=O)[O-].[NH4+].[NH4+] (ammonium adipate). Reaction SMILES: C(#N)CCCCC#[N:7].C([CH2:11][CH2:12][CH2:13][CH2:14][C:15](N)=[O:16])#[N:10].C(N)(=O)CCCC[C:23]([NH2:25])=[O:24].C(CCCCC([O-])=O)#N.C([O-])(=O)CCCCC(N)=O.[C:47]([O-:56])(=[O:55])[CH2:48][CH2:49][CH2:50][CH2:51][C:52]([O-:54])=[O:53]>P([O-])([O-])([O-])=O.[K+].[K+].[K+]>[C:23]([O:24][C:15](=[O:16])[CH2:14][CH2:13][CH2:12][CH3:11])#[N:25].[C:47]([O-:56])(=[O:55])[CH2:48][CH2:49][CH2:50][CH2:51][C:52]([O-:54])=[O:53].[NH4+:7].[NH4+:10] |f:6.7.8.9,11.12.13|. Procedure: A cellular residue containing 13.1 mg of dry weight of cells was suspended in 2 ml of a 52.3 mM solution of adiponitrile in 50 mM potassium phosphate buffer, pH 7. The reaction was carried out at 25° C., with shaking, and the kinetics were followed by sampling. 5-Cyanovaleramide, adipamide, 5-cyanovalerate, adipamate and adipate were determined on each sample by high performance liquid chromatography (HPLC). The results are collated in FIG. 1, which shows the curves of the yield (on the ordinate... Reactants: COC1=CC=C(OC2=CC=C(C=C2)C(=O)C(=O)C2=CC=C(C=C2)OC2=CC=C(C=C2)OC)C=C1 (4,4'-bis(4-methoxyphenoxy)benzil), Cl.N1=CC=CC=C1 (pyridine hydrochloride). Solvent: O (water). Run at temperature 220 celsius. Yields the product OC1=CC=C(OC2=CC=C(C=C2)C(=O)C(=O)C2=CC=C(C=C2)OC2=CC=C(C=C2)O)C=C1 (4,4'-bis(4-hydroxyphenoxy)benzil). The yield is 81.0%. As a reaction SMILES: C[O:2][C:3]1[CH:34]=[CH:33][C:6]([O:7][C:8]2[CH:13]=[CH:12][C:11]([C:14]([C:16]([C:18]3[CH:23]=[CH:22][C:21]([O:24][C:25]4[CH:30]=[CH:29][C:28]([O:31]C)=[CH:27][CH:26]=4)=[CH:20][CH:19]=3)=[O:17])=[O:15])=[CH:10][CH:9]=2)=[CH:5][CH:4]=1.Cl.N1C=CC=CC=1>O>[OH:31][C:28]1[CH:27]=[CH:26][C:25]([O:24][C:21]2[CH:20]=[CH:19][C:18]([C:16]([C:14]([C:11]3[CH:12]=[CH:13][C:8]([O:7][C:6]4[CH:33]=[CH:34][C:3]([OH:2])=[CH:4][CH:5]=4)=[CH:9][CH:10]=3)=[O:15])=[O:17])=[CH:23][CH:22]=2)=[CH:30][CH:29]=1 |f:1.2|. Reported procedure: In a 250 ml round-bottom flask with a stirbar were placed 4,4'-bis(4-methoxyphenoxy)benzil (7.81 g, 20 mmol) and pyridine hydrochloride (13.87 g, 120 mmol). The mixture was heated under nitrogen in a 220° C. oil bath for 45 mins after which time deprotection was complete. The mixture was cooled to 80° C. and diluted to a volume of 250 ml by dropwise addition of water. The crude product was isolated by suction filtration, washed with water and then recrystallized from acetic acid to give the prod... Reactants: CCOC(=O)C(Br)NC(C)=O, NO. Yields the product CCOC(=O)C(NO)NC(C)=O. Reaction SMILES: [Br:1][CH:2]([C:3](=[O:4])[O:5][CH2:6][CH3:7])[NH:8][C:9]([CH3:10])=[O:11].[NH2:12][OH:13]>>[CH:2]([C:3](=[O:4])[O:5][CH2:6][CH3:7])([NH:8][C:9]([CH3:10])=[O:11])[NH:12][OH:13].